This data is from the Open Reaction Database (ORD), a public repository of structured organic reaction records. The task is: describe an organic reaction: reactants, conditions, products, and yield Starting materials: C(C)C(C=C)CC (3-Ethyl-1-pentene), [N+](=O)(O)[O-] (nitric acid). Conditions: temperature 70 celsius, time 30 minute. Product: C(C)C(=CC[N+](=O)[O-])CC (3-ethyl-1-nitro-2-pentene). The yield is 12.0%. Reaction SMILES: [CH2:1]([CH:3]([CH2:6][CH3:7])[CH:4]=[CH2:5])[CH3:2].[N+:8]([O-])([OH:10])=[O:9]>>[CH2:4]([C:3]([CH2:6][CH3:7])=[CH:1][CH2:2][N+:8]([O-:10])=[O:9])[CH3:5]. Procedure details: 3-Ethyl-1-pentene (15 mL, 0.11 moles) and concentrated nitric acid (9.6 mL, 0.15 moles) were mixed together at room temperature then with rapid stirring, heated to 70° C. for 4 hours. Heat was removed and stirring continued an additional 30 min. The organic layer was separated and washed with a saturated sodium chloride solution (3×15 mL) then dried over magnesium sulfate. After filtering, vacuum distillation (20 Torr, 28° C.) removed unreacted 3-ethyl-1-pentene. The remaining yellow oil contain...